From a dataset of the Open Reaction Database (ORD), a public repository of structured organic reaction records. describe an organic reaction: reactants, conditions, products, and yield Reactants: ClCC(=O)N(CC=O)C1=C(C=CC=C1CC)C (alpha-(N-chloroacetyl-2-methyl-6-ethylphenylamino)acetaldehyde), Cl.NO (hydroxylamine hydrochloride), C([O-])(O)=O.[Na+] (sodium bicarbonate). Solvent: C(C)O (ethanol). The product is ClCC(=O)N(CC=NO)C1=C(C=CC=C1CC)C (alpha-(N-chloroacetyl-2-methyl-6-ethylphenylamino)acetaldehyde oxime). Isolated yield 51.2%. Reaction SMILES: [Cl:1][CH2:2][C:3]([N:5]([C:9]1[C:14]([CH2:15][CH3:16])=[CH:13][CH:12]=[CH:11][C:10]=1[CH3:17])[CH2:6][CH:7]=O)=[O:4].Cl.[NH2:19][OH:20].C(=O)(O)[O-].[Na+]>C(O)C>[Cl:1][CH2:2][C:3]([N:5]([C:9]1[C:14]([CH2:15][CH3:16])=[CH:13][CH:12]=[CH:11][C:10]=1[CH3:17])[CH2:6][CH:7]=[N:19][OH:20])=[O:4] |f:1.2,3.4|. Reported procedure: A solution of 5 g (0.2 mol) alpha-(N-chloroacetyl-2-methyl-6-ethylphenylamino)acetaldehyde, 3.3 g (0.04 mol) hydroxylamine hydrochloride and 3.4 g (0.04 mol) sodium bicarbonate in 50 ml ethanol was heated at 40° C. for 40 minutes. The reaction mixture was filtered, evaporated under reduced pressure, diluted with ethyl ether, filtered again and evaporated under reduced pressure to give 5.5 g of a yellow oil which crystallized to a solid on standing. The crude solid was recrystallized from ethyl e... Reactants: O1CCN(CC1)CCOC=1C=C(C=CC1)NC1=NC=2N(C=C1)N=CC2C=O (5-(3-(2-morpholinoethoxy)phenylamino)pyrazolo[1,5-a]pyrimidine-3-carbaldehyde), N1C(=O)NC(=O)C1 (hydantoin), N1CCCCC1 (piperidine). Run in CCO (EtOH). Run at temperature 70 celsius. Yields the product O1CCN(CC1)CCOC=1C=C(C=CC1)NC1=NC=2N(C=C1)N=CC2C=C2C(NC(N2)=O)=O (5-((5-(3-(2-morpholinoethoxy)phenylamino)pyrazolo[1,5-a]pyrimidin-3-yl)methylene)imidazolidine-2,4-dione). RXN SMILES: [O:1]1[CH2:6][CH2:5][N:4]([CH2:7][CH2:8][O:9][C:10]2[CH:11]=[C:12]([NH:16][C:17]3[CH:22]=[CH:21][N:20]4[N:23]=[CH:24][C:25]([CH:26]=O)=[C:19]4[N:18]=3)[CH:13]=[CH:14][CH:15]=2)[CH2:3][CH2:2]1.[NH:28]1[CH2:34][C:32](=[O:33])[NH:31][C:29]1=[O:30].N1CCCCC1>CCO>[O:1]1[CH2:6][CH2:5][N:4]([CH2:7][CH2:8][O:9][C:10]2[CH:11]=[C:12]([NH:16][C:17]3[CH:22]=[CH:21][N:20]4[N:23]=[CH:24][C:25]([CH:26]=[C:34]5[NH:28][C:29](=[O:30])[NH:31][C:32]5=[O:33])=[C:19]4[N:18]=3)[CH:13]=[CH:14][CH:15]=2)[CH2:3][CH2:2]1. Procedure: To 5-(3-(2-morpholinoethoxy)phenylamino)pyrazolo[1,5-a]pyrimidine-3-carbaldehyde (81 mg, 0.221 mmol) in EtOH was added hydantoin (27 mg, 0.270 mmol) and piperidine (22 μL, 0.221 mmol). The mixture was heated at 70° C. for 48 hr. The solution was then purified by HPLC to yield 5-((5-(3-(2-morpholinoethoxy)phenylamino)pyrazolo[1,5-a]pyrimidin-3-yl)methylene)imidazolidine-2,4-dione. LCMS (M+1=450) Starting materials: c1ccc(CN2CCOC(c3ccccc3)(c3ccccc3)CC2)cc1, ClCCl, CCOC(=O)Cl. Yields the product CCOC(=O)N1CCOC(c2ccccc2)(c2ccccc2)CC1. Reaction SMILES: [CH2:1]([c:2]1[cH:3][cH:4][cH:5][cH:6][cH:7]1)[N:8]1[CH2:9][CH2:10][O:11][C:12]([c:15]2[cH:16][cH:17][cH:18][cH:19][cH:20]2)([c:21]2[cH:22][cH:23][cH:24][cH:25][cH:26]2)[CH2:13][CH2:14]1.[CH2:33]([Cl:34])[Cl:35].[Cl:27][C:28](=[O:29])[O:30][CH2:31][CH3:32]>>[N:8]1([C:28](=[O:29])[O:30][CH2:31][CH3:32])[CH2:9][CH2:10][O:11][C:12]([c:15]2[cH:16][cH:17][cH:18][cH:19][cH:20]2)([c:21]2[cH:22][cH:23][cH:24][cH:25][cH:26]2)[CH2:13][CH2:14]1. Starting materials: CC(C)(C)P(Cl)C(C)(C)C, CC(=O)[CH-]C(C)=O, CCCCCl, Cc1ccccc1, [Cu+2], [Mg], C1CCOC1, O=S(=O)(O)O. The product is CCCCP(C(C)(C)C)C(C)(C)C. As a reaction SMILES: [C:7]([CH3:8])([CH3:9])([CH3:10])[P:11]([C:12]([CH3:13])([CH3:14])[CH3:15])[Cl:16].[CH-:28]([C:29](=[O:30])[CH3:31])[C:32](=[O:33])[CH3:34].[CH2:1]([CH2:2][CH2:3][CH3:4])[Cl:5].[CH3:35][c:36]1[cH:37][cH:38][cH:39][cH:40][cH:41]1.[Cu+2:27].[Mg:6].[O:22]1[CH2:23][CH2:24][CH2:25][CH2:26]1.[S:17](=[O:18])(=[O:19])([OH:20])[OH:21]>>[CH2:1]([CH2:2][CH2:3][CH3:4])[P:11]([C:7]([CH3:8])([CH3:9])[CH3:10])[C:12]([CH3:13])([CH3:14])[CH3:15]. Starting materials: C(C)NC1=C(C=CC(=C1)OC)[C@H]1CC=2C=CC(=CC2CC1)OC(C(C)(C)C)=O (pivalic acid (R)-6-(2-ethylamino-4-methoxyphenyl)-5,6,7,8-tetrahydronaphthalen-2-yl ester), CN(C(COC1=C(C=C(C=O)C=C1)F)(C)C)C (4-(2-dimethylamino-2-methylpropoxy)-3-fluorobenzaldehyde). The product is CN(C(COC1=C(C=C(CCCNC2=C(C=CC(=C2)OC)[C@H]2CC=3C=CC(=CC3CC2)O)C=C1)F)(C)C)C ((R)-6-{2-{[4-(2-Dimethylamino-2-methylpropoxy)-3-fluorobenzyl]ethylamino}-4-methoxyphenyl}-5,6,7,8-tetrahydronaphthalen-2-ol). Isolated yield 24.2%. Reaction SMILES: [CH2:1]([NH:3][C:4]1[CH:9]=[C:8]([O:10][CH3:11])[CH:7]=[CH:6][C:5]=1[C@@H:12]1[CH2:21][CH2:20][C:19]2[CH:18]=[C:17]([O:22]C(=O)C(C)(C)C)[CH:16]=[CH:15][C:14]=2[CH2:13]1)[CH3:2].[CH3:29][N:30]([CH3:45])[C:31]([CH3:44])([CH3:43])[CH2:32][O:33][C:34]1[CH:41]=[CH:40][C:37]([CH:38]=O)=[CH:36][C:35]=1[F:42]>>[CH3:29][N:30]([CH3:45])[C:31]([CH3:44])([CH3:43])[CH2:32][O:33][C:34]1[CH:41]=[CH:40][C:37]([CH2:38][CH2:2][CH2:1][NH:3][C:4]2[CH:9]=[C:8]([O:10][CH3:11])[CH:7]=[CH:6][C:5]=2[C@@H:12]2[CH2:21][CH2:20][C:19]3[CH:18]=[C:17]([OH:22])[CH:16]=[CH:15][C:14]=3[CH2:13]2)=[CH:36][C:35]=1[F:42]. Reported procedure: Synthesized from pivalic acid (R)-6-(2-ethylamino-4-methoxyphenyl)-5,6,7,8-tetrahydronaphthalen-2-yl ester (20 mg) and 4-(2-dimethylamino-2-methylpropoxy)-3-fluorobenzaldehyde (55 mg) according to an analogous synthetic method to Example 264 described below and purified by LC-MS, the title compound (6.6 mg) was obtained. Starting materials: CS(=O)(=O)Cl, CN(C(=O)c1ccc(N2CCOCC2)cc1)C1CCN(C(=O)C2CCNCC2)CC1c1ccc(Cl)c(Cl)c1, Cl. Product: CN(C(=O)c1ccc(N2CCOCC2)cc1)C1CCN(C(=O)C2CCN(S(C)(=O)=O)CC2)CC1c1ccc(Cl)c(Cl)c1. RXN SMILES: [CH3:40][S:41](=[O:42])(=[O:43])[Cl:44].[Cl:2][c:3]1[cH:4][c:5]([CH:10]2[CH2:11][N:12]([C:32](=[O:33])[CH:34]3[CH2:35][CH2:36][NH:37][CH2:38][CH2:39]3)[CH2:13][CH2:14][CH:15]2[N:16]([C:17]([c:18]2[cH:19][cH:20][c:21]([N:24]3[CH2:25][CH2:26][O:27][CH2:28][CH2:29]3)[cH:22][cH:23]2)=[O:30])[CH3:31])[cH:6][cH:7][c:8]1[Cl:9].[ClH:1]>>[Cl:2][c:3]1[cH:4][c:5]([CH:10]2[CH2:11][N:12]([C:32](=[O:33])[CH:34]3[CH2:35][CH2:36][N:37]([S:41]([CH3:40])(=[O:42])=[O:43])[CH2:38][CH2:39]3)[CH2:13][CH2:14][CH:15]2[N:16]([C:17]([c:18]2[cH:19][cH:20][c:21]([N:24]3[CH2:25][CH2:26][O:27][CH2:28][CH2:29]3)[cH:22][cH:23]2)=[O:30])[CH3:31])[cH:6][cH:7][c:8]1[Cl:9]. The reactants are C(#N)C1(CC1)NC(=O)[C@@H]1[C@H](C[C@H](C1)S(=O)(=O)C1=C(C=C(C=C1)Br)C(F)(F)F)OC1CCCC1 ((1S,2S,4S)-4-(4-Bromo-2-trifluoromethyl-benzenesulfonyl)-2-cyclopentyloxy-cyclopentanecarboxylic acid (1-cyano-cyclopropyl)-amide), C(#N)C1(CC1)NC(=O)[C@@H]1[C@H](C[C@H](C1)S(=O)(=O)C1=C(C=C(C=C1)Br)C(F)(F)F)OC1CCOCC1 ((1S,2S,4S)-4-(4-bromo-2-trifluoromethyl-benzenesulfonyl)-2-(tetrahydro-pyran-4-yloxy)-cyclopentanecarboxylic acid (1-cyano-cyclopropyl)-amide). The product is C(#N)C1(CC1)NC(=O)[C@@H]1[C@H](C[C@H](C1)S(=O)(=O)C1=C(C=CC=C1)C(F)(F)F)OC1CCCC1 ((1S,2S,4S)-2-Cyclopentyloxy-4-(2-trifluoromethyl-benzenesulfonyl)-cyclopentanecarboxylic acid (1-cyano-cyclopropyl)-amide). As a reaction SMILES: [C:1]([C:3]1([NH:6][C:7]([C@H:9]2[CH2:13][C@H:12]([S:14]([C:17]3[CH:22]=[CH:21][C:20](Br)=[CH:19][C:18]=3[C:24]([F:27])([F:26])[F:25])(=[O:16])=[O:15])[CH2:11][C@@H:10]2[O:28][CH:29]2[CH2:33][CH2:32][CH2:31][CH2:30]2)=[O:8])[CH2:5][CH2:4]1)#[N:2].C(C1(NC([C@H]2C[C@H](S(C3C=CC(Br)=CC=3C(F)(F)F)(=O)=O)C[C@@H]2OC2CCOCC2)=O)CC1)#N>>[C:1]([C:3]1([NH:6][C:7]([C@H:9]2[CH2:13][C@H:12]([S:14]([C:17]3[CH:22]=[CH:21][CH:20]=[CH:19][C:18]=3[C:24]([F:26])([F:25])[F:27])(=[O:16])=[O:15])[CH2:11][C@@H:10]2[O:28][CH:29]2[CH2:33][CH2:32][CH2:31][CH2:30]2)=[O:8])[CH2:4][CH2:5]1)#[N:2]. Reported procedure: The title compound was prepared in analogy to example 175 using (1R,2R,4R) and (1S,2S,4S)-4-(4-bromo-2-trifluoromethyl-benzenesulfonyl)-2-cyclopentyloxy-cyclopentanecarboxylic acid (1-cyano-cyclopropyl)-amide (example 195) instead of (1R,2R,4R) and (1S,2S,4S)-4-(4-bromo-2-trifluoromethyl-benzenesulfonyl)-2-(tetrahydro-pyran-4-yloxy)-cyclopentanecarboxylic acid (1-cyano-cyclopropyl)-amide. White solid. MS (EI): 469.2 (M−H)−. The reactants are CC1CNCC(C)N1, Cc1ccc(C(=O)NC2CC2)cc1NC(=O)c1cc(F)ccc1[N+](=O)[O-]. Yields the product Cc1ccc(C(=O)NC2CC2)cc1NC(=O)c1cc(N2CC(C)NC(C)C2)ccc1[N+](=O)[O-]. Reaction SMILES: [CH3:1][CH:2]1[NH:3][CH:4]([CH3:8])[CH2:5][NH:6][CH2:7]1.[CH:9]1([NH:12][C:13](=[O:14])[c:15]2[cH:16][cH:17][c:18]([CH3:34])[c:19]([NH:21][C:22]([c:23]3[c:24]([N+:30](=[O:31])[O-:32])[cH:25][cH:26][c:27]([F:29])[cH:28]3)=[O:33])[cH:20]2)[CH2:10][CH2:11]1>>[CH3:1][CH:2]1[NH:3][CH:4]([CH3:8])[CH2:5][N:6]([c:27]2[cH:26][cH:25][c:24]([N+:30](=[O:31])[O-:32])[c:23]([C:22]([NH:21][c:19]3[c:18]([CH3:34])[cH:17][cH:16][c:15]([C:13]([NH:12][CH:9]4[CH2:10][CH2:11]4)=[O:14])[cH:20]3)=[O:33])[cH:28]2)[CH2:7]1.